The task is: describe an organic reaction: reactants, conditions, products, and yield. This data is from the Open Reaction Database (ORD), a public repository of structured organic reaction records. As a reaction SMILES: [C:37]([CH3:38])(=[O:39])[NH:40][CH:41]([C:42](=[O:43])[OH:44])[CH2:45][c:46]1[cH:47][cH:48][cH:49][cH:50][cH:51]1.[CH2:1]([c:2]1[cH:3][cH:4][cH:5][cH:6][cH:7]1)[O:8][C:9]([CH:10]([CH2:11][c:12]1[cH:13][cH:14][c:15]([N:18]2[S:19](=[O:33])(=[O:34])[N:20]([CH2:24][c:25]3[cH:26][cH:27][c:28]([O:31][CH3:32])[cH:29][cH:30]3)[C:21](=[O:23])[CH2:22]2)[cH:16][cH:17]1)[NH2:35])=[O:36].[CH3:62][CH2:63][O:64][C:65]([CH3:66])=[O:67].[Cl:68][CH2:69][Cl:70].[OH:52][n:53]1[c:54]2[c:55]([cH:56][cH:57][cH:58][cH:59]2)[n:60][n:61]1>>[CH2:1]([c:2]1[cH:3][cH:4][cH:5][cH:6][cH:7]1)[O:8][C:9]([CH:10]([CH2:11][c:12]1[cH:13][cH:14][c:15]([N:18]2[S:19](=[O:33])(=[O:34])[N:20]([CH2:24][c:25]3[cH:26][cH:27][c:28]([O:31][CH3:32])[cH:29][cH:30]3)[C:21](=[O:23])[CH2:22]2)[cH:16][cH:17]1)[NH:35][C:42]([CH:41]([NH:40][C:37]([CH3:38])=[O:39])[CH2:45][c:46]1[cH:47][cH:48][cH:49][cH:50][cH:51]1)=[O:43])=[O:36]. Starting materials: CC(=O)NC(Cc1ccccc1)C(=O)O, COc1ccc(CN2C(=O)CN(c3ccc(CC(N)C(=O)OCc4ccccc4)cc3)S2(=O)=O)cc1, CCOC(C)=O, ClCCl, On1nnc2ccccc21. The product is COc1ccc(CN2C(=O)CN(c3ccc(CC(NC(=O)C(Cc4ccccc4)NC(C)=O)C(=O)OCc4ccccc4)cc3)S2(=O)=O)cc1. The reactants are [Na+], [OH-], COC(=O)c1ccc(C(=O)NN=C(C)c2nn(C)c(-c3ccc(C(F)(F)F)cc3)c2O)s1. Product: CC(=NNC(=O)c1ccc(C(=O)O)s1)c1nn(C)c(-c2ccc(C(F)(F)F)cc2)c1O. As a reaction SMILES: [Na+:34].[OH-:33].[OH:1][c:2]1[c:3]([C:18]([CH3:19])=[N:20][NH:21][C:22](=[O:23])[c:24]2[cH:25][cH:26][c:27]([C:29](=[O:30])[O:31][CH3:32])[s:28]2)[n:4][n:5]([CH3:17])[c:6]1-[c:7]1[cH:8][cH:9][c:10]([C:13]([F:14])([F:15])[F:16])[cH:11][cH:12]1>>[OH:1][c:2]1[c:3]([C:18]([CH3:19])=[N:20][NH:21][C:22](=[O:23])[c:24]2[cH:25][cH:26][c:27]([C:29](=[O:30])[OH:31])[s:28]2)[n:4][n:5]([CH3:17])[c:6]1-[c:7]1[cH:8][cH:9][c:10]([C:13]([F:14])([F:15])[F:16])[cH:11][cH:12]1. Reactants: FC1=CC=C(C(=O)OC)C=C1 (methyl 4-fluorobenzoate), OCCC1CCNCC1 (4-(2-hydroxyethyl)piperdine), O (water). The solvent is CN1C(CCC1)=O (N-methylpyrrolidin-2-one). Conditions: time 72 hour. Yields the product COC(=O)C1=CC=C(C=C1)N1CCC(CC1)CCO (1-(4'-Methoxycarbonylphenyl)-4-(2-hydroxyethyl)piperdine). Yield: 70.7%. Reaction SMILES: F[C:2]1[CH:11]=[CH:10][C:5]([C:6]([O:8][CH3:9])=[O:7])=[CH:4][CH:3]=1.[OH:12][CH2:13][CH2:14][CH:15]1[CH2:20][CH2:19][NH:18][CH2:17][CH2:16]1.O>CN1CCCC1=O>[CH3:9][O:8][C:6]([C:5]1[CH:10]=[CH:11][C:2]([N:18]2[CH2:19][CH2:20][CH:15]([CH2:14][CH2:13][OH:12])[CH2:16][CH2:17]2)=[CH:3][CH:4]=1)=[O:7]. Procedure details: A solution of 9.84 grams of methyl 4-fluorobenzoate (63.9 mmol) and 12.40 grams of 4-(2-hydroxyethyl)piperdine (96 mmol) in 50 mL N-methylpyrrolidin-2-one was heated to 110°-120° C. and stirred for 72 hours. The dark solution was cooled and poured into 400 mL water. The tan precipitate was filtered off and washed well with water to yield 11.89 grams of crude product as a tan powder (71%). The crude material was recrystallized once from 100 mL ethanol which gave 4.75 grams (40% recovery) of a tan... Conditions: time 3 hour. Procedure details: 5.0 g (35.7 mmol) of 5-methoxybenzene-1,3-diol and then, after 10 minutes, 8.7 ml (78.5 mmol) of ethyl 2-bromoacetate are added to the suspension of 3.1 g (71.4 mmol) of sodium hydride (60% dispersion in oil) in 180 ml of 1-methyl-2-pyrrolidinone under argon. The mixture is stirred at ambient temperature for 3 hours. The reaction medium is diluted with ethyl acetate and washed with a saturated aqueous solution of potassium hydrogen sulphate and a saturated solution of sodium chloride and dried o... Run in CN1C(CCC1)=O (1-methyl-2-pyrrolidinone), C(C)(=O)OCC (ethyl acetate). Yields the product COC=1C=C(C=C(C1)OCC(=O)OCC)OCC(=O)OCC (Diethyl 2,2′-[(5-methoxy-1,3-phenylene)-bis(oxy)]diacetate). RXN SMILES: [CH3:1][O:2][C:3]1[CH:4]=[C:5]([OH:10])[CH:6]=[C:7]([OH:9])[CH:8]=1.Br[CH2:12][C:13]([O:15][CH2:16][CH3:17])=[O:14].[H-].[Na+]>CN1CCCC1=O.C(OCC)(=O)C>[CH3:1][O:2][C:3]1[CH:8]=[C:7]([O:9][CH2:12][C:13]([O:15][CH2:16][CH3:17])=[O:14])[CH:6]=[C:5]([O:10][CH2:12][C:13]([O:15][CH2:16][CH3:17])=[O:14])[CH:4]=1 |f:2.3|. Isolated yield 52.9%. Starting materials: BrCC(=O)OCC (ethyl 2-bromoacetate), [H-].[Na+] (sodium hydride), COC=1C=C(C=C(C1)O)O (5-methoxybenzene-1,3-diol). The reactants are CC1=CC2=C(C(C3=C(CC2)C=C(C=C3)C)O)C=C1 (10,11-Dihydro-2,8-dimethyl-5H-dibenzo[a,d]cyclohepten-5-ol), CN1C(=O)NC(=O)C=C1 (1-methyluracil). The solvent is O (water), FC(C(=O)O)(F)F (trifluoroacetic acid). Conditions: time 1 hour. The product is CC1=CC2=C(C(C3=C(C=C2)C=C(C=C3)C)C=3C(NC(N(C3)C)=O)=O)C=C1 (5-(2,8-Dimethyl-5H-dibenzo[a,d]cyclohepten-5-yl)-1-methyl-2,4(3H)-pyrimidinedione). Reaction SMILES: [CH3:1][C:2]1[CH:18]=[CH:17][C:5]2[CH:6](O)[C:7]3[CH:14]=[CH:13][C:12]([CH3:15])=[CH:11][C:8]=3[CH2:9][CH2:10][C:4]=2[CH:3]=1.[CH3:19][N:20]1[CH:27]=[CH:26][C:24](=[O:25])[NH:23][C:21]1=[O:22]>FC(F)(F)C(O)=O.O>[CH3:15][C:12]1[CH:13]=[CH:14][C:7]2[CH:6]([C:26]3[C:24](=[O:25])[NH:23][C:21](=[O:22])[N:20]([CH3:19])[CH:27]=3)[C:5]3[CH:17]=[CH:18][C:2]([CH3:1])=[CH:3][C:4]=3[CH:10]=[CH:9][C:8]=2[CH:11]=1. Procedure: To a solution of the product of step (i) (0.094 g) in trifluoroacetic acid (4 ml) under a nitrogen atmosphere was added 1-methyluracil (0.01 g), and the mixture stirred at room temperature for 1 hour. Evaporation of solvent afforded an orange oil which was azeotroped once with acetonitrile (5 ml). The crude product was redissolved in acetonitrile (2 ml), and stirred at room temperature for 0.5 h, giving a white precipitate. The reaction mixture was diluted with water (10 ml) and the white precip... RXN SMILES: [CH3:25][CH2:26][OH:27].[CH3:4][O:5][C:6]([CH:7]=[C:8]1[CH2:9][CH2:10][C:11]([c:14]2[cH:15][cH:16][cH:17][cH:18][cH:19]2)([N:20]([CH3:21])[CH3:22])[CH2:12][CH2:13]1)=[O:23].[ClH:24].[ClH:3].[K+:2].[OH-:1]>>[ClH:3].[O:5]=[C:6]([CH:7]=[C:8]1[CH2:9][CH2:10][C:11]([c:14]2[cH:15][cH:16][cH:17][cH:18][cH:19]2)([N:20]([CH3:21])[CH3:22])[CH2:12][CH2:13]1)[OH:23]. Product: Cl, CN(C)C1(c2ccccc2)CCC(=CC(=O)O)CC1. The reactants are CCO, COC(=O)C=C1CCC(c2ccccc2)(N(C)C)CC1, Cl, Cl, [K+], [OH-].